This data is from the Open Reaction Database (ORD), a public repository of structured organic reaction records. The task is: describe an organic reaction: reactants, conditions, products, and yield The reactants are [Al+3], [Al+3], CCOCC, [Cl-], [Cl-], [Cl-], [H-], [H-], [H-], [H-], [Li+], Cc1ccc(C(=O)c2ccccc2)c(N)c1, C1CCOC1, O. Product: Cc1ccc(Cc2ccccc2)c(N)c1. Reaction SMILES: [Al+3:2].[Al+3:8].[CH2:27]([O:28][CH2:29][CH3:30])[CH3:31].[Cl-:10].[Cl-:7].[Cl-:9].[H-:1].[H-:4].[H-:5].[H-:6].[Li+:3].[NH2:11][c:12]1[c:13]([C:14](=[O:15])[c:16]2[cH:17][cH:18][cH:19][cH:20][cH:21]2)[cH:22][cH:23][c:24]([CH3:26])[cH:25]1.[O:32]1[CH2:33][CH2:34][CH2:35][CH2:36]1.[OH2:37]>>[NH2:11][c:12]1[c:13]([CH2:14][c:16]2[cH:17][cH:18][cH:19][cH:20][cH:21]2)[cH:22][cH:23][c:24]([CH3:26])[cH:25]1. The reactants are Cl (hydrochloric acid), ClC1=CC(=C(C=O)C=C1)[N+](=O)[O-] (4-chloro-2-nitrobenzaldehyde), C(C)O (ethanol), ClC1=CC(=C(C=O)C=C1)[N+](=O)[O-] (4-Chloro-2-nitrobenzaldehyde). Reagents/catalysts: [Fe] (Iron). The solvent is O (water). Reaction conditions: temperature 85 celsius. Product: ClC1=CC(=C(C=O)C=C1)N (4-chloro-2-aminobenzaldehyde). Isolated yield 82.8%. As a reaction SMILES: [Cl:1][C:2]1[CH:9]=[CH:8][C:5]([CH:6]=[O:7])=[C:4]([N+:10]([O-])=O)[CH:3]=1.C(O)C.Cl>[Fe].O>[Cl:1][C:2]1[CH:9]=[CH:8][C:5]([CH:6]=[O:7])=[C:4]([NH2:10])[CH:3]=1. Procedure details: To a 3-neck flask fitted with a reflux condenser and a mechanical stirrer, were added 4-chloro-2-nitrobenzaldehyde (25 g, 135 mmol, 1 equiv), ethanol (375 mL), and water (100 mL). 4-Chloro-2-nitrobenzaldehyde can be obtained from P.H.T. International, Inc., Charlotte, N.C. Iron dust (225 mesh, Aldrich, Milwaukee, Wis.) (22.6 g, 405 mmol, 3 equiv) and concentrated hydrochloric acid (5.7 mL, 67.5 mmol, 0.5 equiv) was added. The slurry was heated to 85° C. for two hours, cooled to room temperature,...